This data is from the Open Reaction Database (ORD), a public repository of structured organic reaction records. The task is: describe an organic reaction: reactants, conditions, products, and yield Reactants: Brc1cn[nH]c1, ClC(c1ccccc1)(c1ccccc1)c1ccccc1, CN(C)c1ccncc1, c1ccncc1. Product: Brc1cnn(C(c2ccccc2)(c2ccccc2)c2ccccc2)c1. Reaction SMILES: [Br:21][c:22]1[cH:23][n:24][nH:25][cH:26]1.[C:1]([c:2]1[cH:3][cH:4][cH:5][cH:6][cH:7]1)([c:8]1[cH:9][cH:10][cH:11][cH:12][cH:13]1)([c:14]1[cH:15][cH:16][cH:17][cH:18][cH:19]1)[Cl:20].[CH3:27][N:28]([CH3:29])[c:30]1[cH:31][cH:32][n:33][cH:34][cH:35]1.[cH:36]1[cH:37][cH:38][n:39][cH:40][cH:41]1>>[C:1]([c:2]1[cH:3][cH:4][cH:5][cH:6][cH:7]1)([c:8]1[cH:9][cH:10][cH:11][cH:12][cH:13]1)([c:14]1[cH:15][cH:16][cH:17][cH:18][cH:19]1)[n:25]1[n:24][cH:23][c:22]([Br:21])[cH:26]1. The reactants are NC1=NC(=C(C(=N1)S(=O)C)C#N)N1N=CC=C1 (2-amino-4-methanesulfinyl-6-pyrazol-1-yl-pyrimidine-5-carbonitrile), OCC1=NC=CC=C1 (2-(hydroxymethyl)pyridine), C1CCC2=NCCCN2CC1 (DBU). Solvent: COCCOC (DME). The product is NC1=NC(=C(C(=N1)N1N=CC=C1)C#N)OCC1=NC=CC=C1 (2-Amino-4-pyrazol-1-yl-6-(pyridin-2-yl-methoxy)-pyrimidine-5-carbonitrile). Reaction SMILES: [NH2:1][C:2]1[N:7]=[C:6](S(C)=O)[C:5]([C:11]#[N:12])=[C:4]([N:13]2[CH:17]=[CH:16][CH:15]=[N:14]2)[N:3]=1.[OH:18][CH2:19][C:20]1[CH:25]=[CH:24][CH:23]=[CH:22][N:21]=1.C1CCN2C(=NCCC2)CC1>COCCOC>[NH2:1][C:2]1[N:3]=[C:4]([N:13]2[CH:17]=[CH:16][CH:15]=[N:14]2)[C:5]([C:11]#[N:12])=[C:6]([O:18][CH2:19][C:20]2[CH:25]=[CH:24][CH:23]=[CH:22][N:21]=2)[N:7]=1. Reported procedure: From 2-amino-4-methanesulfinyl-6-pyrazol-1-yl-pyrimidine-5-carbonitrile, 2-(hydroxymethyl)pyridine and DBU in DME. ES-MS m/e (%): 294 (M+H+, 100).